Dataset: the Open Reaction Database (ORD), a public repository of structured organic reaction records. Task: describe an organic reaction: reactants, conditions, products, and yield Reactants: COC=1C(=NC(=CC1)C)[N+](=O)[O-] (3-methoxy-6-methyl-2-nitropyridine). Reagents/catalysts: [C].[Pd] (palladium-carbon). Run in C(C)O (ethanol). Run at time 2 hour. Product: NC1=NC(=CC=C1OC)C (2-amino-3-methoxy-6-methylpyridine). The yield is 91.4%. RXN SMILES: [CH3:1][O:2][C:3]1[C:4]([N+:10]([O-])=O)=[N:5][C:6]([CH3:9])=[CH:7][CH:8]=1>C(O)C.[C].[Pd]>[NH2:10][C:4]1[C:3]([O:2][CH3:1])=[CH:8][CH:7]=[C:6]([CH3:9])[N:5]=1 |f:2.3|. Procedure: To a solution of 3-methoxy-6-methyl-2-nitropyridine (3.85 g) in ethanol (91.6 ml) was added 10% palladium-carbon (50% wet, 0.96 g), and the mixture was stirred under hydrogen atmosphere for 2 hours. The catalyst was filtered off, and the filtrate was concentrated to dryness. The residue was recrystallized from ethyl acetate/hexane to give the title compound (2.89 g). The reactants are B(Br)(Br)Br (boron tribromide), COC=1C=C(C=CC1OC)C=CC1=NC(=NO1)CCCCCCC (5-[2-(3,4-Dimethoxy-phenyl)-vinyl]-3-heptyl-[1,2,4]oxadiazole), COC=1C=C(C=CC1OC)C=CC1=NC(=NO1)CCCCCCC (5-[2-(3,4-Dimethoxy-phenyl)-vinyl]-3-heptyl-[1,2,4]oxadiazole). The solvent is ClCCl (dichloromethane), ClCCl (dichloromethane). Run at time 37.5 minute. The product is C(CCCCCC)C1=NOC(=N1)C=CC=1C=C(C(=CC1)O)O (4-[2-(3-Heptyl-[1,2,4]oxadiazol-5-yl)-vinyl]-benzene-1,2-diol). Reaction SMILES: B(Br)(Br)Br.C[O:6][C:7]1[CH:8]=[C:9]([CH:15]=[CH:16][C:17]2[O:21][N:20]=[C:19]([CH2:22][CH2:23][CH2:24][CH2:25][CH2:26][CH2:27][CH3:28])[N:18]=2)[CH:10]=[CH:11][C:12]=1[O:13]C>ClCCl>[CH2:22]([C:19]1[N:18]=[C:17]([CH:16]=[CH:15][C:9]2[CH:8]=[C:7]([OH:6])[C:12]([OH:13])=[CH:11][CH:10]=2)[O:21][N:20]=1)[CH2:23][CH2:24][CH2:25][CH2:26][CH2:27][CH3:28]. Procedure: To a cooled solution of 2.09 mL of 1M boron tribromide (2.0 mmol) in 2 mL dichloromethane, 0.300 g (0.9 mmol) of 5-[2-(3,4-dimethoxy-phenyl)-vinyl]-3-heptyl-[1,2,4]oxadiazole (compound of Example 51) dissolved in 1 mL of dichloromethane was added over a period of 15-20 min at −45° C. to −40° C. The reaction mixture was stirred at −45° C. to −40° C. for 30-45 min and allowed to attain a temperature of 25° C. to 30° C. slowly, over a period of 1 h. The reaction mixture was further stirred at 25° C... The product is C(C1=CC=CC=C1)(=O)C1=CC=C(C=C1)N1CCN(CC1)C1=CC=NC=C1 (1-(4-benzoylphenyl)-4-(4-pyridyl)piperazine). Procedure details: A solution of N-(4-pyridyl)piperazine (815 mg), 4-fluorobenzophenone (1.2 g) and powdered potassium carbonate (912 mg) was stirred at 95° C. in DMSO (10 ml) overnight. The solution was poured into water (150 ml) and extracted with dichloromethane (3×50 ml). The dichloromethane extracts were combined, washed with water, dried (Na2SO4) and evaporated. The residue was purified by chromatography on alumina (ICN Alumina N 32-63) using 1% methanol in dichloromethane as eluant to give a solid. The soli... Starting materials: O (water), N1=CC=C(C=C1)N1CCNCC1 (N-(4-pyridyl)piperazine), FC1=CC=C(C(=O)C2=CC=CC=C2)C=C1 (4-fluorobenzophenone), C([O-])([O-])=O.[K+].[K+] (potassium carbonate). Run in CS(=O)C (DMSO). Yield: 26.2%. Reaction SMILES: [N:1]1[CH:6]=[CH:5][C:4]([N:7]2[CH2:12][CH2:11][NH:10][CH2:9][CH2:8]2)=[CH:3][CH:2]=1.F[C:14]1[CH:27]=[CH:26][C:17]([C:18]([C:20]2[CH:25]=[CH:24][CH:23]=[CH:22][CH:21]=2)=[O:19])=[CH:16][CH:15]=1.C(=O)([O-])[O-].[K+].[K+].O>CS(C)=O>[C:18]([C:20]1[CH:25]=[CH:24][C:23]([N:10]2[CH2:9][CH2:8][N:7]([C:4]3[CH:5]=[CH:6][N:1]=[CH:2][CH:3]=3)[CH2:12][CH2:11]2)=[CH:22][CH:21]=1)(=[O:19])[C:17]1[CH:26]=[CH:27][CH:14]=[CH:15][CH:16]=1 |f:2.3.4|. Starting materials: CCO, COC(=O)c1ccc(NC(c2oc3cccnc3c2C)C2CCCCC2)cc1, [Na+], C1CCOC1, [OH-]. Product: Cc1c(C(Nc2ccc(C(=O)O)cc2)C2CCCCC2)oc2cccnc12. Reaction SMILES: [CH3:36][CH2:37][OH:38].[CH:1]1([CH:7]([c:8]2[c:9]([CH3:17])[c:10]3[n:11][cH:12][cH:13][cH:14][c:15]3[o:16]2)[NH:18][c:19]2[cH:20][cH:21][c:22]([C:23](=[O:24])[O:25][CH3:26])[cH:27][cH:28]2)[CH2:2][CH2:3][CH2:4][CH2:5][CH2:6]1.[Na+:35].[O:29]1[CH2:30][CH2:31][CH2:32][CH2:33]1.[OH-:34]>>[CH:1]1([CH:7]([c:8]2[c:9]([CH3:17])[c:10]3[n:11][cH:12][cH:13][cH:14][c:15]3[o:16]2)[NH:18][c:19]2[cH:20][cH:21][c:22]([C:23](=[O:24])[OH:25])[cH:27][cH:28]2)[CH2:2][CH2:3][CH2:4][CH2:5][CH2:6]1. The reactants are CC1=NC(=CC=C1OC1=CC(=NC=C1)NC(=O)C1CC1)[N+](=O)[O-] (N-(4-((2-methyl-6-nitropyridin-3-yl)oxy)pyridin-2-yl)cyclopropanecarboxamide). Reagents/catalysts: [Pd] (palladium on carbon). Run in CCOC(=O)C.CO (EtOAc MeOH). Yields the product NC1=CC=C(C(=N1)C)OC1=CC(=NC=C1)NC(=O)C1CC1 (N-(4-((6-amino-2-methylpyridin-3-yl)oxy)pyridin-2-yl)cyclopropanecarboxamide). Isolated yield 88.4%. RXN SMILES: [CH3:1][C:2]1[C:7]([O:8][C:9]2[CH:14]=[CH:13][N:12]=[C:11]([NH:15][C:16]([CH:18]3[CH2:20][CH2:19]3)=[O:17])[CH:10]=2)=[CH:6][CH:5]=[C:4]([N+:21]([O-])=O)[N:3]=1>[Pd].CCOC(C)=O.CO>[NH2:21][C:4]1[N:3]=[C:2]([CH3:1])[C:7]([O:8][C:9]2[CH:14]=[CH:13][N:12]=[C:11]([NH:15][C:16]([CH:18]3[CH2:20][CH2:19]3)=[O:17])[CH:10]=2)=[CH:6][CH:5]=1 |f:2.3|. Reported procedure: A solution of N-(4-((2-methyl-6-nitropyridin-3-yl)oxy)pyridin-2-yl)cyclopropanecarboxamide (0.50 g, 1.591 mmol) in 2:1 EtOAc/MeOH (30 mL) was treated with palladium on carbon (50% wet, 0.188 g, 0.159 mmol) and hydrogenated (1 atm) for 2 days. The solids were removed via filtration through diatomaceous earth, washed well with MeOH and the filtrate was concentrated to dryness to afford N-(4-((6-amino-2-methylpyridin-3-yl)oxy)pyridin-2-yl)cyclopropanecarboxamide (400 mg, 88%). 1H NMR (400 MHz, DMSO... The reactants are C(C)(C)(C)OC(N(C)CC(CO)O)=O (tert-butyl(2,3-dihydroxypropyl)methylcarbamate), C(C)(=O)OCC (Ethyl acetate), N1=CC=CC=C1 (pyridine), C(OCC)(=O)Cl (ethyl chlorocarbonate), C(C)(=O)OCC (ethyl acetate). Run at time 96 hour. Yields the product Cl.C(OCC)(OCC(CNC)OC(OCC)=O)=O (Diethyl 3-(methylamino)propane-1,2-diyl Biscarbonate Hydrochloride). As a reaction SMILES: C(OC(=O)[N:7]([CH2:9][CH:10]([OH:13])[CH2:11][OH:12])[CH3:8])(C)(C)C.N1C=CC=CC=1.[C:21]([Cl:26])(=[O:25])[O:22][CH2:23][CH3:24].[C:27]([O:30][CH2:31][CH3:32])(=[O:29])C>>[ClH:26].[C:21](=[O:25])([O:12][CH2:11][CH:10]([O:13][C:27](=[O:29])[O:30][CH2:31][CH3:32])[CH2:9][NH:7][CH3:8])[O:22][CH2:23][CH3:24] |f:4.5|. Reported procedure: To a mixture of tert-butyl(2,3-dihydroxypropyl)methylcarbamate (15.53 g) obtained in Reference Example 45 and ethyl acetate (100 mL) were added pyridine (18.35 mL) and ethyl chlorocarbonate (24.62 g) under ice-cooling, and the mixture was stirred at room temperature for 96 hrs. Ethyl acetate (300 mL) was added to the reaction mixture, and the mixture was washed with water (150 mL), an aqueous copper sulfate solution (100 mL), water (100 mL) and saturated brine (100 mL), and dried over anhydrous ...